Dataset: the Open Reaction Database (ORD), a public repository of structured organic reaction records. Task: describe an organic reaction: reactants, conditions, products, and yield The reactants are C(C)OC(=O)N1[C@H](C[C@H](C2=CC(=C(C=C12)O)OC)N(C(=O)OC)CC1=CC(=CC(=C1)C(F)(F)F)C(F)(F)F)C (cis-4-[(3,5-bis-trifluoromethyl-benzyl)-methoxycarbonyl-amino]-7-hydroxy-6-methoxy-2-methyl-3,4-dihydro-2H-quinoline-1-carboxylic acid ethyl ester), C1(=CC=CC=C1)P(C1=CC=CC=C1)C1=CC=CC=C1 (triphenylphosphine), C(CCCCCCC)O (1-octanol), CN1C(CNCC1)NC(=O)N=NC(=O)NC1N(CCNC1)C (bis-(N-methylpiperazinyl)-azodicarboxamide). The solvent is C1=CC=CC=C1 (benzene). Product: C(C)OC(=O)N1[C@H](C[C@H](C2=CC(=C(C=C12)OCCCCCCCC)OC)N(C(=O)OC)CC1=CC(=CC(=C1)C(F)(F)F)C(F)(F)F)C (cis-4-[(3,5-Bis-trifluoromethyl-benzyl)-methoxycarbonyl-amino]-6-methoxy-2-methyl-7-octyloxy-3,4-dihydro-2H-quinoline-1-carboxylic Acid Ethyl Ester). Isolated yield 50.2%. Reaction SMILES: [CH2:1]([O:3][C:4]([N:6]1[C:15]2[C:10](=[CH:11][C:12]([O:17][CH3:18])=[C:13]([OH:16])[CH:14]=2)[C@H:9]([N:19]([CH2:24][C:25]2[CH:30]=[C:29]([C:31]([F:34])([F:33])[F:32])[CH:28]=[C:27]([C:35]([F:38])([F:37])[F:36])[CH:26]=2)[C:20]([O:22][CH3:23])=[O:21])[CH2:8][C@@H:7]1[CH3:39])=[O:5])[CH3:2].C1(P(C2C=CC=CC=2)C2C=CC=CC=2)C=CC=CC=1.[CH2:59](O)[CH2:60][CH2:61][CH2:62][CH2:63][CH2:64][CH2:65][CH3:66].CN1CCNCC1NC(N=NC(NC1CNCCN1C)=O)=O>C1C=CC=CC=1>[CH2:1]([O:3][C:4]([N:6]1[C:15]2[C:10](=[CH:11][C:12]([O:17][CH3:18])=[C:13]([O:16][CH2:59][CH2:60][CH2:61][CH2:62][CH2:63][CH2:64][CH2:65][CH3:66])[CH:14]=2)[C@H:9]([N:19]([CH2:24][C:25]2[CH:30]=[C:29]([C:31]([F:32])([F:33])[F:34])[CH:28]=[C:27]([C:35]([F:36])([F:38])[F:37])[CH:26]=2)[C:20]([O:22][CH3:23])=[O:21])[CH2:8][C@@H:7]1[CH3:39])=[O:5])[CH3:2]. Procedure: A solution of cis-4-[(3,5-bis-trifluoromethyl-benzyl)-methoxycarbonyl-amino]-7-hydroxy-6-methoxy-2-methyl-3,4-dihydro-2H-quinoline-1-carboxylic acid ethyl ester (30 mg, 0.053 mmol), triphenylphosphine (28 mg, 0.11 mmol), 1-octanol (33 μL, 0.21 mmol), and bis-(N-methylpiperazinyl)-azodicarboxamide (30 mg, 0.11 mmol) in benzene (1 mL) was stirred at room temperature for 2 days. Purification of the solution directly by silica gel chromatography using 0-20% ethyl acetate/hexanes as eluent afforded t... Starting materials: CCOC(C)=O, CC(=O)Cl, CCCCCC, ClCCl, Cl, Cc1ccc(N)cc1NC(=O)C(F)(F)F, c1ccncc1. RXN SMILES: [C:27]([O:28][CH2:29][CH3:30])(=[O:31])[CH3:32].[CH3:22][C:23]([Cl:24])=[O:25].[CH3:33][CH2:34][CH2:35][CH2:36][CH2:37][CH3:38].[Cl:39][CH2:40][Cl:41].[ClH:26].[NH2:1][c:2]1[cH:3][cH:4][c:5]([CH3:15])[c:6]([NH:8][C:9]([C:10]([F:11])([F:12])[F:13])=[O:14])[cH:7]1.[cH:16]1[cH:17][cH:18][n:19][cH:20][cH:21]1>>[NH:1]([c:2]1[cH:3][cH:4][c:5]([CH3:15])[c:6]([NH:8][C:9]([C:10]([F:11])([F:12])[F:13])=[O:14])[cH:7]1)[C:23]([CH3:22])=[O:25]. Product: CC(=O)Nc1ccc(C)c(NC(=O)C(F)(F)F)c1.